This data is from the Open Reaction Database (ORD), a public repository of structured organic reaction records. The task is: describe an organic reaction: reactants, conditions, products, and yield Reported procedure: A solution of the N-[4-(1-hydroxyiminoethyl)phenyl]-N'-isopropoxycarbonylmethylurea in 25% methanolic sodium methoxide (1.0 equivalent) is treated at room temperature with 1.1 equivalent of allyl bromide. The reaction mixture is stirred until the temperature falls to about 20° C. The reaction mixture is then poured into cold water and extracted with diethyl ether. The ether solution is dried over MgSO4 and filtered, and the solvent is removed by rotary evaporator to yield the product N-[4-(1-all... Run in O (water). Reactants: ON=C(C)C1=CC=C(C=C1)NC(=O)NCC(=O)OC(C)C (N-[4-(1-hydroxyiminoethyl)phenyl]-N'-isopropoxycarbonylmethylurea), C[O-].[Na+] (sodium methoxide), C(C=C)Br (allyl bromide). As a reaction SMILES: [OH:1][N:2]=[C:3]([C:5]1[CH:10]=[CH:9][C:8]([NH:11][C:12]([NH:14][CH2:15][C:16]([O:18][CH:19]([CH3:21])[CH3:20])=[O:17])=[O:13])=[CH:7][CH:6]=1)[CH3:4].C[O-].[Na+].[CH2:25](Br)[CH:26]=[CH2:27]>O>[CH2:27]([O:1][N:2]=[C:3]([C:5]1[CH:6]=[CH:7][C:8]([NH:11][C:12]([NH:14][CH2:15][C:16]([O:18][CH:19]([CH3:21])[CH3:20])=[O:17])=[O:13])=[CH:9][CH:10]=1)[CH3:4])[CH:26]=[CH2:25] |f:1.2|. Product: C(C=C)ON=C(C)C1=CC=C(C=C1)NC(=O)NCC(=O)OC(C)C (N-[4-(1-allyloxyiminoethyl)phenyl]-N'-isopropoxycarbonylmethylurea).